describe an organic reaction: reactants, conditions, products, and yield From a dataset of the Open Reaction Database (ORD), a public repository of structured organic reaction records. The reactants are COC(COC1=C(C=C(C=C1)NCC1=C(N=C(S1)C1=CC=C(C=C1)C(F)(F)F)C)C)=O ((2-methyl-4-{[4-methyl-2-(4-trifluoromethyl-phenyl)-thiazol-5-ylmethyl]-amino}-phenoxy)-acetic acid methyl ester), [Li+].[OH-] (LiOH). Solvent: C1CCOC1 (THF), C(C)O (ethanol). Run at time 1.25 hour. The product is CC1=C(OCC(=O)O)C=CC(=C1)NCC1=C(N=C(S1)C1=CC=C(C=C1)C(F)(F)F)C ((2-methyl-4-{[4-methyl-2-(4-trifluoromethyl-phenyl)-thiazol-5-ylmethyl]-amino}-phenoxy)-acetic acid). As a reaction SMILES: C[O:2][C:3](=[O:31])[CH2:4][O:5][C:6]1[CH:11]=[CH:10][C:9]([NH:12][CH2:13][C:14]2[S:18][C:17]([C:19]3[CH:24]=[CH:23][C:22]([C:25]([F:28])([F:27])[F:26])=[CH:21][CH:20]=3)=[N:16][C:15]=2[CH3:29])=[CH:8][C:7]=1[CH3:30].[Li+].[OH-]>C1COCC1.C(O)C>[CH3:30][C:7]1[CH:8]=[C:9]([NH:12][CH2:13][C:14]2[S:18][C:17]([C:19]3[CH:24]=[CH:23][C:22]([C:25]([F:27])([F:26])[F:28])=[CH:21][CH:20]=3)=[N:16][C:15]=2[CH3:29])[CH:10]=[CH:11][C:6]=1[O:5][CH2:4][C:3]([OH:31])=[O:2] |f:1.2|. Reported procedure: A solution of (2-methyl-4-{[4-methyl-2-(4-trifluoromethyl-phenyl)-thiazol-5-ylmethyl]-amino}-phenoxy)-acetic acid methyl ester (330 mg, 0.73 mmol) in THF (2.2 ml) and ethanol (2.2 ml) was treated at 0° C. with 1N LiOH (2.2 ml) and stirred for 1.25 h at RT. The reaction was extracted with aqueous 10% KHSO4/Et2O (3×). The organic phase was washed with aqueous 10% NaCl, dried over Na2SO4 and evaporated. The product was crystallized from CH2Cl2/Et2O to give pure (2-methyl-4-{[4-methyl-2-(4-trifluoro... Procedure: A mixture of Example 39H (23.8 mg, 0.050 mmol), pyridine (31.6 mg, 0.80 mmol), and 1-naphthalenesulfonyl chloride (45.3 mg, 0.20 mmol) in acetone (1.5 mL) was stirred at rt for 72 h. The reaction mixture was evaporated in vacuo and partitioned between ethyl acetate and 1 N HCl. The organic phase was separated, dried (MgSO4), filtered, and evaporated in vacuo. The residue was purified by chromatography on silica gel eluting with 99:1 dichloromethane/methanol to provide the title compound (32.0 mg... Yields the product OC1=C(C([C@@](C2=CC=CC=C12)(CCC(C)C)C)=O)C1=NS(C2=C(N1)C=CC(=C2)NS(=O)(=O)C2=CC=CC1=CC=CC=C21)(=O)=O (N-{3-[(4R)-1-hydroxy-4-methyl-4-(3-methylbutyl)-3-oxo-3,4-dihydronaphthalen-2-yl]-1,1-dioxido-4H-1,2,4-benzothiadiazin-7-yl}naphthalene-1-sulfonamide). The yield is 101.6%. As a reaction SMILES: Cl.[NH2:2][C:3]1[CH:32]=[CH:31][C:6]2[NH:7][C:8]([C:13]3[C:14](=[O:30])[C@:15]([CH3:29])([CH2:24][CH2:25][CH:26]([CH3:28])[CH3:27])[C:16]4[C:21]([C:22]=3[OH:23])=[CH:20][CH:19]=[CH:18][CH:17]=4)=[N:9][S:10](=[O:12])(=[O:11])[C:5]=2[CH:4]=1.N1C=CC=CC=1.[C:39]1([S:49](Cl)(=[O:51])=[O:50])[C:48]2[C:43](=[CH:44][CH:45]=[CH:46][CH:47]=2)[CH:42]=[CH:41][CH:40]=1>CC(C)=O>[OH:23][C:22]1[C:21]2[C:16](=[CH:17][CH:18]=[CH:19][CH:20]=2)[C@@:15]([CH3:29])([CH2:24][CH2:25][CH:26]([CH3:28])[CH3:27])[C:14](=[O:30])[C:13]=1[C:8]1[NH:7][C:6]2[CH:31]=[CH:32][C:3]([NH:2][S:49]([C:39]3[C:48]4[C:43](=[CH:44][CH:45]=[CH:46][CH:47]=4)[CH:42]=[CH:41][CH:40]=3)(=[O:51])=[O:50])=[CH:4][C:5]=2[S:10](=[O:12])(=[O:11])[N:9]=1 |f:0.1|. Run in CC(=O)C (acetone). The reactants are Cl.NC1=CC2=C(NC(=NS2(=O)=O)C=2C([C@@](C3=CC=CC=C3C2O)(CCC(C)C)C)=O)C=C1 ((1R)-3-(7-amino-1,1-dioxido-4H-1,2,4-benzothiadiazin-3-yl)-4-hydroxy-1-methyl-1-(3-methylbutyl)naphthalen-2(1 H)-one hydrochloride), N1=CC=CC=C1 (pyridine), C1(=CC=CC2=CC=CC=C12)S(=O)(=O)Cl (1-naphthalenesulfonyl chloride). Reactants: II (iodine), CN(CCN(C)C)C (1,2-bis(dimethylamino)ethane), C(CCC)[Li] (n-butyllithium), COC1=NC=C(C=C1)OC1OCCCC1 (2-methoxy-5-(tetrahydro-2H-pyran-2-yloxy)pyridine). The solvent is C1CCOC1 (THF). Conditions: temperature -78 celsius, time 1 hour. The product is IC1=CC(=NC=C1OC1OCCCC1)OC (4-Iodo-2-methoxy-5-(tetrahydro-2H-pyran-2-yloxy)pyridine). Reaction SMILES: CN(C)CCN(C)C.C([Li])CCC.[CH3:14][O:15][C:16]1[CH:21]=[CH:20][C:19]([O:22][CH:23]2[CH2:28][CH2:27][CH2:26][CH2:25][O:24]2)=[CH:18][N:17]=1.[I:29]I>C1COCC1>[I:29][C:20]1[C:19]([O:22][CH:23]2[CH2:28][CH2:27][CH2:26][CH2:25][O:24]2)=[CH:18][N:17]=[C:16]([O:15][CH3:14])[CH:21]=1. Procedure details: At −78° C., 13.6 ml (90.1 mmol, 1.2 eq.) of 1,2-bis(dimethylamino)ethane and 54.0 ml (86.4 mmol, 1.15 eq.) of n-butyllithium were added to a solution of 16.2 g (75.1 mmol) of 2-methoxy-5-(tetrahydro-2H-pyran-2-yloxy)pyridine in 250 ml of THF, and the mixture was stirred at −78° C. for 1 h. 24.8 g (97.6 mmol, 1.3 eq.) of iodine were then added, and the reaction mixture was stirred at −78° C. for 1 h and then allowed to warm to RT overnight. The reaction mixture was quenched with water and extract... The reactants are SCCO (2-mercaptoethanol), C([O-])([O-])=O.[K+].[K+] (potassium carbonate), CS(=O)C (DMSO), FC1=CC=2C(C3=CC4=CC=CC=C4C=C3C(C2C=C1)=O)=O (2-fluoronaphthacene-5,12-dione). Solvent: O (water). The product is OCCSC1=CC=2C(C3=CC4=CC=CC=C4C=C3C(C2C=C1)=O)=O (2-(2-Hydroxyethylthio)naphthacene-5,12-dione). As a reaction SMILES: F[C:2]1[CH:19]=[CH:18][C:17]2[C:16](=[O:20])[C:15]3[C:6](=[CH:7][C:8]4[C:13]([CH:14]=3)=[CH:12][CH:11]=[CH:10][CH:9]=4)[C:5](=[O:21])[C:4]=2[CH:3]=1.[SH:22][CH2:23][CH2:24][OH:25].C(=O)([O-])[O-].[K+].[K+].CS(C)=O>O>[OH:25][CH2:24][CH2:23][S:22][C:2]1[CH:19]=[CH:18][C:17]2[C:16](=[O:20])[C:15]3[C:6](=[CH:7][C:8]4[C:13]([CH:14]=3)=[CH:12][CH:11]=[CH:10][CH:9]=4)[C:5](=[O:21])[C:4]=2[CH:3]=1 |f:2.3.4|. Reported procedure: 1 g (3.62 mmol) of 2-fluoronaphthacene-5,12-dione (prepared according to U.S. Pat. No. 4,522,754), 0.31 g (3.98 mmol) of 2-mercaptoethanol, 1.50 g (10.86 mmol) of potassium carbonate and 10 ml of DMSO are stirred at 25° C. for 3 minutes. The mixture is poured into water. The crystals are filtered off and dissolved in tetrahydrofuran/toluene, the solution dried over sodium sulfate and evaporated. The residue is recrystallized from THF/toluene/pentane. Yield 1 g (83%); melting point 195°-196° C. The reactants are BrCc1onc(-c2ccccc2)c1-c1ccnc(Br)c1, C1COCCN1, [K+], [K+], O=C([O-])[O-], CN(C)C=O. The product is Brc1cc(-c2c(-c3ccccc3)noc2CN2CCOCC2)ccn1. Reaction SMILES: [Br:1][c:2]1[n:3][cH:4][cH:5][c:6](-[c:8]2[c:9](-[c:15]3[cH:16][cH:17][cH:18][cH:19][cH:20]3)[n:10][o:11][c:12]2[CH2:13][Br:14])[cH:7]1.[CH2:21]1[CH2:22][O:23][CH2:24][CH2:25][NH:26]1.[K+:27].[K+:28].[O-:29][C:30]([O-:31])=[O:32].[O:33]=[CH:34][N:35]([CH3:36])[CH3:37]>>[Br:1][c:2]1[n:3][cH:4][cH:5][c:6](-[c:8]2[c:9](-[c:15]3[cH:16][cH:17][cH:18][cH:19][cH:20]3)[n:10][o:11][c:12]2[CH2:13][N:26]2[CH2:21][CH2:22][O:23][CH2:24][CH2:25]2)[cH:7]1. Reactants: CC=1C(=NC=CC1)C(=O)C1=CC(=C(C=C1)F)N (3-amino-4-fluorophenyl 3-methyl-2-pyridyl ketone), [S-]C#N.[Na+] (sodium thiocyanate), C(C)(=O)O (acetic acid), BrBr (bromine), C(C)(=O)O (acetic acid), resultant mixture. Solvent: O (water). Product: NC1=CC(=C(C=C1F)SC#N)C(C1=NC=CC=C1C)=O (4-Amino-5-fluoro-2-(3-methylpicolinoyl)phenyl thiocyanate). The yield is 36.6%. As a reaction SMILES: [CH3:1][C:2]1[C:3]([C:8]([C:10]2[CH:15]=[CH:14][C:13]([F:16])=[C:12]([NH2:17])[CH:11]=2)=[O:9])=[N:4][CH:5]=[CH:6][CH:7]=1.[S-:18][C:19]#[N:20].[Na+].C(O)(=O)C.BrBr>O>[NH2:17][C:12]1[C:13]([F:16])=[CH:14][C:15]([S:18][C:19]#[N:20])=[C:10]([C:8](=[O:9])[C:3]2[C:2]([CH3:1])=[CH:7][CH:6]=[CH:5][N:4]=2)[CH:11]=1 |f:1.2|. Procedure details: To a mixture of 3-amino-4-fluorophenyl 3-methyl-2-pyridyl ketone(4.20 g, 0.171 mol), sodium thiocyanate (4.19 g, 0.0517 mol) and glacial acetic acid is added a solution of bromine in acetic acid (2M, 12 ml, 0.0240 mol) over a one hour period. The resultant mixture is stirred one hour at room temperature and poured into cold water. The precipitate is filtered and dried to afford the title compound as a green solid (5.43 g, >100%) which is identified by NMR and mass spectral analysis. The reactants are CC(C)(C)OC(=O)Nc1cnc2[nH]cc(-c3cnn(C(c4ccccc4)(c4ccccc4)c4ccccc4)c3)c2c1, [Na+], O=C([O-])O. The product is CC(C)(C)OC(=O)Nc1cnc2[nH]cc(-c3cn[nH]c3)c2c1. As a reaction SMILES: [C:1]([c:2]1[cH:3][cH:4][cH:5][cH:6][cH:7]1)([c:8]1[cH:9][cH:10][cH:11][cH:12][cH:13]1)([c:14]1[cH:15][cH:16][cH:17][cH:18][cH:19]1)[n:20]1[n:21][cH:22][c:23](-[c:25]2[cH:26][nH:27][c:28]3[n:29][cH:30][c:31]([NH:34][C:35]([O:36][C:37]([CH3:38])([CH3:39])[CH3:40])=[O:41])[cH:32][c:33]23)[cH:24]1.[Na+:46].[O-:42][C:43]([OH:44])=[O:45]>>[nH:20]1[n:21][cH:22][c:23](-[c:25]2[cH:26][nH:27][c:28]3[n:29][cH:30][c:31]([NH:34][C:35]([O:36][C:37]([CH3:38])([CH3:39])[CH3:40])=[O:41])[cH:32][c:33]23)[cH:24]1.